Dataset: the Open Reaction Database (ORD), a public repository of structured organic reaction records. Task: describe an organic reaction: reactants, conditions, products, and yield Reactants: COC1=CC(=C(C(=C1)C)S(=O)(=O)N1[C@@H](CC2=CC=CC=C12)COCC(=O)OC(C)(C)C)C ((S)-tert-butyl 2-((1-(4-methoxy-2,6-dimethyl-phenylsulfonyl)indolin-2-yl)methoxy)acetate), C(=O)(C(F)(F)F)O (TFA). Solvent: ClCCl (dichloromethane). Reaction conditions: time 2 hour. Yields the product COC1=CC(=C(C(=C1)C)S(=O)(=O)N1[C@@H](CC2=CC=CC=C12)COCC(=O)O)C ((S)-2-((1-(4-Methoxy-2,6-dimethylphenylsulfonyl)indolin-2-yl)methoxy)acetic acid). Reaction SMILES: [CH3:1][O:2][C:3]1[CH:8]=[C:7]([CH3:9])[C:6]([S:10]([N:13]2[C:21]3[C:16](=[CH:17][CH:18]=[CH:19][CH:20]=3)[CH2:15][C@H:14]2[CH2:22][O:23][CH2:24][C:25]([O:27]C(C)(C)C)=[O:26])(=[O:12])=[O:11])=[C:5]([CH3:32])[CH:4]=1.C(O)(C(F)(F)F)=O>ClCCl>[CH3:1][O:2][C:3]1[CH:8]=[C:7]([CH3:9])[C:6]([S:10]([N:13]2[C:21]3[C:16](=[CH:17][CH:18]=[CH:19][CH:20]=3)[CH2:15][C@H:14]2[CH2:22][O:23][CH2:24][C:25]([OH:27])=[O:26])(=[O:12])=[O:11])=[C:5]([CH3:32])[CH:4]=1. Procedure details: To a cold (0° C.) solution of (S)-tert-butyl 2-((1-(4-methoxy-2,6-dimethyl-phenylsulfonyl)indolin-2-yl)methoxy)acetate (0.5 mmol) in dichloromethane (6 ml) was added TFA (1.5 ml) and the reaction mixture was stirred at room temperature for 2 h. The solvent was evaporated under reduced pressure and the crude product was used in the next step.